The task is: describe an organic reaction: reactants, conditions, products, and yield. This data is from the Open Reaction Database (ORD), a public repository of structured organic reaction records. Starting materials: S(=O)(=O)([O-])OOS(=O)(=O)[O-].[NH4+].[NH4+] (ammonium persulphate), [Na] (sodium), sulfuric acid ester, C1CO1.C(C(=C)C)(=O)O (methacrylic acid ethylene oxide), C=CC1=CC=CC=C1 (styrene), C(C(=C)C)(=O)O (methacrylic acid), C(C=C)(=O)OCCCC (butyl acrylate), C(CS)(=O)OCCCC (butyl thioglycolate), S(=O)(=O)([O-])OOS(=O)(=O)[O-].[NH4+].[NH4+] (ammonium persuiphate). Run in O (water). Run at temperature 75 celsius, time 15 minute. Product: C(=CC1=CC=CC=C1)CC(C(=O)O)=C.C(C=C)(=O)OCCCC.[Na] (styrene-methacrylic acid butyl acrylate sodium), sulfuric acid ester, C1CO1.C(C(=C)C)(=O)O (methacrylic acid ethylene oxide). Reaction SMILES: [Na:1].[CH2:2]1[O:4][CH2:3]1.[C:5]([OH:10])(=[O:9])[C:6]([CH3:8])=[CH2:7].[CH2:11]=[CH:12][C:13]1[CH:18]=[CH:17][CH:16]=[CH:15][CH:14]=1.[C:19]([OH:24])(=[O:23])[C:20]([CH3:22])=[CH2:21].[C:25]([O:29][CH2:30][CH2:31][CH2:32][CH3:33])(=[O:28])[CH:26]=[CH2:27].C(OCCCC)(=O)CS.S(OOS([O-])(=O)=O)([O-])(=O)=O.[NH4+].[NH4+]>O>[CH:11]([CH2:7][C:6](=[CH2:8])[C:5]([OH:10])=[O:9])=[CH:12][C:13]1[CH:18]=[CH:17][CH:16]=[CH:15][CH:14]=1.[C:25]([O:29][CH2:30][CH2:31][CH2:32][CH3:33])(=[O:28])[CH:26]=[CH2:27].[Na:1].[CH2:3]1[O:4][CH2:2]1.[C:19]([OH:24])(=[O:23])[C:20]([CH3:22])=[CH2:21] |f:1.2,7.8.9,11.12.13,14.15,^1:0,78|. Reported procedure: To a reaction vessel equipped with a stirrer and a thermometer, 683 parts of water, 11 parts of sodium salt of the sulfuric acid ester of methacrylic acid ethylene oxide adduct (ELEMINOL RS-30, available from Sanyo Chemical Industries, Ltd.), 139 parts of styrene, 138 parts of methacrylic acid, 110 parts of butyl acrylate, 12 parts of butyl thioglycolate and 1 part of ammonium persuiphate were poured, and the components were stirred at 400 rpm for 15 minutes to obtain a white emulsion. The white... Reactants: CC(C)(C)c1ccc(O)c(C(C)(C)C)c1, CCO, CC[O-], C1CC2OC2C1, [Na+]. Product: CC(C)(C)c1ccc(OC2CCCC2O)c(C(C)(C)C)c1. As a reaction SMILES: [C:5]([CH3:6])([CH3:7])([CH3:8])[c:9]1[c:10]([OH:19])[cH:11][cH:12][c:13]([C:15]([CH3:16])([CH3:17])[CH3:18])[cH:14]1.[CH3:26][CH2:27][OH:28].[CH3:2][CH2:3][O-:4].[CH:20]12[CH:21]([CH2:22][CH2:23][CH2:24]1)[O:25]2.[Na+:1]>>[C:5]([CH3:6])([CH3:7])([CH3:8])[c:9]1[c:10]([O:19][CH:20]2[CH:21]([OH:25])[CH2:22][CH2:23][CH2:24]2)[cH:11][cH:12][c:13]([C:15]([CH3:16])([CH3:17])[CH3:18])[cH:14]1. Reactants: CC(=O)[O-], CC(=O)[O-], CO, ClCCl, CCOC(=O)C=[N+]=[N-], OCC1CCCCO1, [Rh+2]. Product: CCOC(=O)COCC1CCCCO1. RXN SMILES: [C:22]([O-:23])(=[O:24])[CH3:25].[C:27]([O-:28])(=[O:29])[CH3:30].[CH3:17][OH:18].[Cl:19][CH2:20][Cl:21].[N+:9](=[N-:10])=[CH:11][C:12](=[O:13])[O:14][CH2:15][CH3:16].[O:1]1[CH:2]([CH2:7][OH:8])[CH2:3][CH2:4][CH2:5][CH2:6]1.[Rh+2:26]>>[O:1]1[CH:2]([CH2:7][O:8][CH2:11][C:12](=[O:13])[O:14][CH2:15][CH3:16])[CH2:3][CH2:4][CH2:5][CH2:6]1. Starting materials: Cl.CNC1=C(C=CC=C1C)C (N,2,6-trimethylaniline hydrochloride), C(=O)(Cl)Cl (phosgene), C(=O)(Cl)Cl (phosgene). The solvent is C1=CC=CC=C1 (benzene). The product is CC1=C(C(=CC=C1)C)N(C(=O)Cl)C (2,6-dimethylphenyl-N-methylcarbamoyl chloride). Reaction SMILES: Cl.[CH3:2][NH:3][C:4]1[C:9]([CH3:10])=[CH:8][CH:7]=[CH:6][C:5]=1[CH3:11].[C:12]([Cl:15])(Cl)=[O:13]>C1C=CC=CC=1>[CH3:11][C:5]1[CH:6]=[CH:7][CH:8]=[C:9]([CH3:10])[C:4]=1[N:3]([CH3:2])[C:12]([Cl:15])=[O:13] |f:0.1|. Procedure details: Into a suspension of 121.1 g. (0.71 moles) of N,2,6-trimethylaniline hydrochloride in 1 l. of benzene at reflux is bubbled an excess of phosgene (0.175 ml. of liquid or 1.6 moles). After introduction of the phosgene, the mixture is refluxed for 1 hour and then 700 ml. of benzene removed by distillation at slightly reduced pressure. After the phosgene is gone the residue is triturated with hexane (300 ml.), filtered and dried to give 2,6-dimethylphenyl-N-methylcarbamoyl chloride (m.p. 79°-80° C.)... Starting materials: COC=1C=C(C=C(C1)OC)CCC=1N=C2C(=NC1)NC(=C2)C#CCN(CC)CC (3-{2-[2-(3,5-dimethoxyphenyl)ethyl]-5H-pyrrolo[2,3-b]pyrazin-6-yl}-N,N-diethylprop-2-yn-1-amine). The reagents and catalysts are [Pd] (Pd/C). Solvent: CO (methanol). Conditions: time 1.5 hour. The product is COC=1C=C(C=C(C1)OC)CCC=1N=C2C(=NC1)NC(=C2)CCCN(CC)CC (3-{2-[2-(3,5-dimethoxyphenyl)ethyl]-5H-pyrrolo[2,3-b]pyrazin-6-yl}-N,N-diethylpropan-1-amine). The yield is 47.7%. RXN SMILES: [CH3:1][O:2][C:3]1[CH:4]=[C:5]([CH2:11][CH2:12][C:13]2[N:14]=[C:15]3[CH:21]=[C:20]([C:22]#[C:23][CH2:24][N:25]([CH2:28][CH3:29])[CH2:26][CH3:27])[NH:19][C:16]3=[N:17][CH:18]=2)[CH:6]=[C:7]([O:9][CH3:10])[CH:8]=1>CO.[Pd]>[CH3:10][O:9][C:7]1[CH:6]=[C:5]([CH2:11][CH2:12][C:13]2[N:14]=[C:15]3[CH:21]=[C:20]([CH2:22][CH2:23][CH2:24][N:25]([CH2:28][CH3:29])[CH2:26][CH3:27])[NH:19][C:16]3=[N:17][CH:18]=2)[CH:4]=[C:3]([O:2][CH3:1])[CH:8]=1. Procedure: To a stirred solution of 3-{2-[2-(3,5-dimethoxyphenyl)ethyl]-5H-pyrrolo[2,3-b]pyrazin-6-yl}-N,N-diethylprop-2-yn-1-amine (from Example 27, 5 mg, 12.7 μmol) in methanol (2 mL), Pd/C (10% w/w, 5.0 mg, 4.7 μmol) was added. The resulted mixture was stirred under H2 at ambient temperature. After 1.5 hours, the palladium catalyst was filtered and the crude mixture was purified on RP-HPLC (XBridge C18 column, eluting with a gradient of acetonitrile/water containing 0.05% TFA, at flow rate of 30 mL/min)...